From a dataset of the Open Reaction Database (ORD), a public repository of structured organic reaction records. describe an organic reaction: reactants, conditions, products, and yield Reactants: Cl.C(#N)CNC(=O)[C@H]1NC[C@@H](C1)S(=O)(=O)C1=C(C=CC=C1)C(F)(F)F ((2S,4R)-4-(2-trifluoromethyl-benzenesulfonyl)-pyrrolidine-2-carboxylic acid cyanomethyl-amide hydrochloride), CN1CCC(CC1)C(=O)O (1-methylpiperidine-4-carboxylic acid), A1. Product: C(#N)CNC(=O)[C@H]1N(C[C@@H](C1)S(=O)(=O)C1=C(C=CC=C1)C(F)(F)F)C(=O)C1CCN(CC1)C ((2S,4R)-1-(1-methyl-piperidine-4-carbonyl)-4-(2-trifluoromethyl-benzenesulfonyl)-pyrrolidine-2-carboxylic acid cyanomethyl-amide). Reaction SMILES: Cl.[C:2]([CH2:4][NH:5][C:6]([C@@H:8]1[CH2:12][C@@H:11]([S:13]([C:16]2[CH:21]=[CH:20][CH:19]=[CH:18][C:17]=2[C:22]([F:25])([F:24])[F:23])(=[O:15])=[O:14])[CH2:10][NH:9]1)=[O:7])#[N:3].[CH3:26][N:27]1[CH2:32][CH2:31][CH:30]([C:33](O)=[O:34])[CH2:29][CH2:28]1>>[C:2]([CH2:4][NH:5][C:6]([C@@H:8]1[CH2:12][C@@H:11]([S:13]([C:16]2[CH:21]=[CH:20][CH:19]=[CH:18][C:17]=2[C:22]([F:25])([F:23])[F:24])(=[O:15])=[O:14])[CH2:10][N:9]1[C:33]([CH:30]1[CH2:31][CH2:32][N:27]([CH3:26])[CH2:28][CH2:29]1)=[O:34])=[O:7])#[N:3] |f:0.1|. Procedure: (2S,4R)-4-(2-trifluoromethyl-benzenesulfonyl)-pyrrolidine-2-carboxylic acid cyanomethyl-amide hydrochloride from experiment K2 was coupled with 1-methylpiperidine-4-carboxylic acid in analogy to experiment A1 to give (2S,4R)-1-(1-methyl-piperidine-4-carbonyl)-4-(2-trifluoromethyl-benzenesulfonyl)-pyrrolidine-2-carboxylic acid cyanomethyl-amide; salt with formic acid as a colorless oil. MS: 487.3 [M+H]+. The reactants are Brc1cncc2ccccc12, C=CC(=O)OC(C)(C)C, CCN(C(C)C)C(C)C, CC(=O)[O-], CC(=O)[O-], CN(C)C=O, [Pd+2]. The product is CC(C)(C)OC(=O)C=Cc1cncc2ccccc12. RXN SMILES: [Br:1][c:2]1[cH:3][n:4][cH:5][c:6]2[cH:7][cH:8][cH:9][cH:10][c:11]12.[C:12]([CH3:13])([CH3:14])([CH3:15])[O:16][C:17]([CH:18]=[CH2:19])=[O:20].[CH:21]([N:22]([CH2:23][CH3:24])[CH:25]([CH3:26])[CH3:27])([CH3:28])[CH3:29].[O-:36][C:37]([CH3:38])=[O:39].[O-:40][C:41]([CH3:42])=[O:43].[O:30]=[CH:31][N:32]([CH3:33])[CH3:34].[Pd+2:35]>>[c:2]1([CH:19]=[CH:18][C:17]([O:16][C:12]([CH3:13])([CH3:14])[CH3:15])=[O:20])[cH:3][n:4][cH:5][c:6]2[cH:7][cH:8][cH:9][cH:10][c:11]12. Reactants: OCCCCCCCCCCCCN1CCC(CC1)C(=O)N (1-(12-hydroxydodecyl)-piperidine-4-carboxamide), [H-].[H-].[H-].[H-].[Li+].[Al+3] (LAH). The product is NCC1CCN(CC1)CCCCCCCCCCCCO (4-Aminomethyl-1-(12-hydroxydodecyl)-piperidine). Isolated yield 98.0%. As a reaction SMILES: [OH:1][CH2:2][CH2:3][CH2:4][CH2:5][CH2:6][CH2:7][CH2:8][CH2:9][CH2:10][CH2:11][CH2:12][CH2:13][N:14]1[CH2:19][CH2:18][CH:17]([C:20]([NH2:22])=O)[CH2:16][CH2:15]1.[H-].[H-].[H-].[H-].[Li+].[Al+3]>>[NH2:22][CH2:20][CH:17]1[CH2:16][CH2:15][N:14]([CH2:13][CH2:12][CH2:11][CH2:10][CH2:9][CH2:8][CH2:7][CH2:6][CH2:5][CH2:4][CH2:3][CH2:2][OH:1])[CH2:19][CH2:18]1 |f:1.2.3.4.5.6|. Reported procedure: Prepared from 1-(12-hydroxydodecyl)-piperidine-4-carboxamide (3.3 g, 10.6 mmol) and LAH (0.8 g, 21.2 mmol) according to general procedure used for Example 8 (Step B) to give 3.1 g of title compound as a white solid. Starting materials: [H-].[Na+] (sodium hydride), C1(=CC=CC=C1)[C@@H](C)N1C(N[C@H]2[C@@H]1COC2=O)=O ((3aS, 6aR)-1-[(R)-(1-phenylethyl)]-dihydro-1H-furo[3,4-d]-imidazol-2,4(3H, 3aH)-dione), C(C1=CC=CC=C1)Br (benzyl bromide). The solvent is C(OC)COC (dimethoxyethane). Conditions: time 30 minute. Product: C1(=CC=CC=C1)[C@@H](C)N1C(N([C@H]2[C@@H]1COC2=O)CC2=CC=CC=C2)=O ((3aS, 6aR)-1-[R)-(1-phenylethyl)-3-benzyl-dihydro-1H-furo-[3,4-d]-imidazol-2,4(3H, 3aH)-dione). RXN SMILES: [H-].[Na+].[C:3]1([C@H:9]([N:11]2[C@H:15]3[CH2:16][O:17][C:18](=[O:19])[C@H:14]3[NH:13][C:12]2=[O:20])[CH3:10])[CH:8]=[CH:7][CH:6]=[CH:5][CH:4]=1.[CH2:21](Br)[C:22]1[CH:27]=[CH:26][CH:25]=[CH:24][CH:23]=1>C(COC)OC>[C:3]1([C@H:9]([N:11]2[C@H:15]3[CH2:16][O:17][C:18](=[O:19])[C@H:14]3[N:13]([CH2:21][C:22]3[CH:27]=[CH:26][CH:25]=[CH:24][CH:23]=3)[C:12]2=[O:20])[CH3:10])[CH:8]=[CH:7][CH:6]=[CH:5][CH:4]=1 |f:0.1|. Reported procedure: 48 ml of dimethoxyethane and 0.39 g (16.2 mmol) of sodium hydride were placed in a 100-ml three-neck flask equipped with a magnetic stirrer under argon and with complete exclusion of moisture. Then 3.24 g (13.2 mmol) of (3aS, 6aR)-1-[(R)-(1-phenylethyl)]-dihydro-1H-furo[3,4-d]-imidazol-2,4(3H, 3aH)-dione was added. After a stirring time of 10 min., 2.76 g (16.2 mmol) of benzyl bromide was added and the suspension was stirred for 30 min. Then the reaction mixture was evaporated. The residue was d... The reactants are ClC1=NC=C(C(=N1)NC1CCCC1)[N+](=O)[O-] (2-chloro-4-(cyclopentylamino)-5-nitropyrimidine), CN(C1=CC=CC=C1)C (N,N-dimethylaniline), C(C)(C)(C)OC(=O)NC1CN(CC1)C1=CC=C(C=C1)N (3-(tert-butoxycarbonylamino)-1-(4-aminophenyl)pyrrolidine). Run in C1CCOC1 (THF), CC(C)O (2-propanol), C(C)(=O)O (acetic acid), O (water). The product is C(C)(C)(C)OC(=O)NC1CN(CC1)C1=CC=C(C=C1)NC1=NC=C(C(=N1)NC1CCCC1)[N+](=O)[O-] (2-[[4-[3-(tert-Butoxycarbonylamino)pyrrolidin-1-yl]phenyl]amino]-4-(cyclopentylamino)-5-nitropyrimidine). Isolated yield 100.3%. RXN SMILES: Cl[C:2]1[N:7]=[C:6]([NH:8][CH:9]2[CH2:13][CH2:12][CH2:11][CH2:10]2)[C:5]([N+:14]([O-:16])=[O:15])=[CH:4][N:3]=1.CN(C)C1C=CC=CC=1.[C:26]([O:30][C:31]([NH:33][CH:34]1[CH2:38][CH2:37][N:36]([C:39]2[CH:44]=[CH:43][C:42]([NH2:45])=[CH:41][CH:40]=2)[CH2:35]1)=[O:32])([CH3:29])([CH3:28])[CH3:27]>C1COCC1.CC(O)C.C(O)(=O)C.O>[C:26]([O:30][C:31]([NH:33][CH:34]1[CH2:38][CH2:37][N:36]([C:39]2[CH:40]=[CH:41][C:42]([NH:45][C:2]3[N:7]=[C:6]([NH:8][CH:9]4[CH2:13][CH2:12][CH2:11][CH2:10]4)[C:5]([N+:14]([O-:16])=[O:15])=[CH:4][N:3]=3)=[CH:43][CH:44]=2)[CH2:35]1)=[O:32])([CH3:29])([CH3:27])[CH3:28]. Procedure details: To a solution of 0.41 g (1.69 mmol) of 2-chloro-4-(cyclopentylamino)-5-nitropyrimidine and 0.25 g (2 mmol) N,N-dimethylaniline in 10 mL THF is added a solution of 0.47 g (1.69 mmol) of 3-(tert-butoxycarbonylamino)-1-(4-aminophenyl)pyrrolidine in 10 mL of 2-propanol, and the resulting mixture is heated under reflux for 2 hours. After cooling and acidification with acetic acid, the mixture is diluted with water to give 0.82 g (100%) of the title compound: mp (MeOH) 186–189° C. Reactants: NC1=NNC(=C1C#N)N1CCN(CC1)CC1=CC=CC=C1 (3-Amino-5-(4-benzyl-1-piperazinyl)-4-pyrazolecarbonitrile), C(C)(=O)OC(C)=O (acetic anhydride). The product is C(#N)C=1C(=NNC1N1CCN(CC1)CC1=CC=CC=C1)NC(C)=O (N-[4-Cyano-5-[4-(phenylmethyl)-1-piperazinyl]-1H-pyrazol-3-yl)acetamide). Reaction SMILES: [NH2:1][C:2]1[C:6]([C:7]#[N:8])=[C:5]([N:9]2[CH2:14][CH2:13][N:12]([CH2:15][C:16]3[CH:21]=[CH:20][CH:19]=[CH:18][CH:17]=3)[CH2:11][CH2:10]2)[NH:4][N:3]=1.[C:22](OC(=O)C)(=[O:24])[CH3:23]>>[C:7]([C:6]1[C:2]([NH:1][C:22](=[O:24])[CH3:23])=[N:3][NH:4][C:5]=1[N:9]1[CH2:14][CH2:13][N:12]([CH2:15][C:16]2[CH:21]=[CH:20][CH:19]=[CH:18][CH:17]=2)[CH2:11][CH2:10]1)#[N:8]. Procedure: A 2.82 g (0.01 mole) amount of 3-amino-5-(4-benzyl-1-piperazinyl)-4-pyrazolecarbonitrile (prepared as described in Example 8) was added to 50 ml of acetic anhydride with stirring. After nearly complete solution a heavy precipitate was formed. The mixture was stirred for 18 hours at room temperature beneath a drying tube containing a desicant. Starting materials: C(C1=CC=CC=C1)N([C@@H](C(=O)OC)CC1CCCCCC1)CC(=NO)C1=CC(=CC(=C1)F)F (methyl (R)-2-(benzyl-{2-(3,5-difluoro-phenyl)-2-[hydroxyimino]-ethyl}-amino)-3-cycloheptyl-propionate), C(C1=CC=CC=C1)N([C@H](C(=O)OC)CC1CCCCCC1)CC(=NO)C1=CC(=CC(=C1)F)F (methyl (S)-2-(benzyl-{2-(3,5-difluoro-phenyl)-2-[hydroxyimino]-ethyl}-amino)-3-cycloheptyl-propionate), [H][H] (hydrogen). The reagents and catalysts are [Pd] (palladium on charcoal). Run in CO (methanol). The product is C1(CCCCCC1)C[C@@H]1C(NC(CN1)C1=CC(=CC(=C1)F)F)=O ((R)-3-cycloheptylmethyl-6-(3,5-difluoro-phenyl)-piperazin-2-one). RXN SMILES: C([N:8]([CH2:22][C:23]([C:26]1[CH:31]=[C:30]([F:32])[CH:29]=[C:28]([F:33])[CH:27]=1)=[N:24]O)[C@H:9]([CH2:14][CH:15]1[CH2:21][CH2:20][CH2:19][CH2:18][CH2:17][CH2:16]1)[C:10](OC)=[O:11])C1C=CC=CC=1.C(N(CC(C1C=C(F)C=C(F)C=1)=NO)[C@@H](CC1CCCCCC1)C(OC)=O)C1C=CC=CC=1.[H][H]>[Pd].CO>[CH:15]1([CH2:14][C@H:9]2[NH:8][CH2:22][CH:23]([C:26]3[CH:31]=[C:30]([F:32])[CH:29]=[C:28]([F:33])[CH:27]=3)[NH:24][C:10]2=[O:11])[CH2:21][CH2:20][CH2:19][CH2:18][CH2:17][CH2:16]1. Reported procedure: Under a hydrogen atmosphere 5.5 g (12.0 mmol) methyl (R)-2-(benzyl-{2-(3,5-difluoro-phenyl)-2-[hydroxyimino]-ethyl}-amino)-3-cycloheptyl-propionate (this compound may be prepared analogously to the synthesis of methyl (S)-2-(benzyl-{2-(3,5-difluoro-phenyl)-2-[hydroxyimino]-ethyl}-amino)-3-cycloheptyl-propionate described herein using the corresponding (R)-configured starting component) and 0.70 g palladium on charcoal (10%) were hydrogenated in 30 ml of methanol for 3 days at 50° C. to 60° C. an... Starting materials: COCCC(=O)NC(C)(C)CC(C)N(C)C, [Na+], [OH-], Oc1ccc(O)cc1. Yields the product C=CC(=O)NC(C)(C)CC(C)N(C)C. RXN SMILES: [CH3:1][C:2]([CH2:3][CH:4]([CH3:5])[N:6]([CH3:7])[CH3:8])([CH3:9])[NH:10][C:11]([CH2:12][CH2:13][O:14][CH3:15])=[O:16].[Na+:18].[OH-:17].[OH:19][c:20]1[cH:21][cH:22][c:23]([OH:24])[cH:25][cH:26]1>>[CH3:1][C:2]([CH2:3][CH:4]([CH3:5])[N:6]([CH3:7])[CH3:8])([CH3:9])[NH:10][C:11]([CH:12]=[CH2:13])=[O:16]. Starting materials: C1CCOC1, CO, CCn1nccc1-c1cc(C(=O)NC(Cc2ccccc2C(F)(F)F)CN2C(=O)c3ccccc3C2=O)sc1Cl, NN. Yields the product CCn1nccc1-c1cc(C(=O)NC(CN)Cc2ccccc2C(F)(F)F)sc1Cl. RXN SMILES: [CH2:45]1[O:46][CH2:47][CH2:48][CH2:49]1.[CH3:43][OH:44].[Cl:1][c:2]1[c:3](-[c:34]2[cH:35][cH:36][n:37][n:38]2[CH2:39][CH3:40])[cH:4][c:5]([C:7](=[O:8])[NH:9][CH:10]([CH2:11][N:12]2[C:13](=[O:14])[c:15]3[c:16]([cH:17][cH:18][cH:19][cH:20]3)[C:21]2=[O:22])[CH2:23][c:24]2[c:25]([C:30]([F:31])([F:32])[F:33])[cH:26][cH:27][cH:28][cH:29]2)[s:6]1.[NH2:41][NH2:42]>>[Cl:1][c:2]1[c:3](-[c:34]2[cH:35][cH:36][n:37][n:38]2[CH2:39][CH3:40])[cH:4][c:5]([C:7](=[O:8])[NH:9][CH:10]([CH2:11][NH2:12])[CH2:23][c:24]2[c:25]([C:30]([F:31])([F:32])[F:33])[cH:26][cH:27][cH:28][cH:29]2)[s:6]1. The reactants are C(C#C)(=O)OCC (ethyl propiolate), C(CCC)[Li] (n-butyllithium), C(C)(C)NC(C)C (diisopropylamine), C(C1=CC=CC=C1)OCCC(C[C@@H](C=O)NC(=O)OC(C)(C)C)(C)C (6-benzyloxy-2(S)-tert-butoxycarbonylamino-4,4-dimethyl-hexanal). The solvent is O1CCCC1 (tetrahydrofuran), CCCCCC (hexane), O1CCCC1 (tetrahydrofuran), O1CCCC1 (tetrahydrofuran). Conditions: time 30 minute. Product: C(C1=CC=CC=C1)OCCC(C[C@@H](C(C#CC(=O)OCC)O)NC(=O)OC(C)(C)C)(C)C (Ethyl 9-benzyloxy-5(S)-tert-butoxycarbonylamino-4(R,S)-hydroxy-7,7-dimethyl-non-2-inoate), ( R ). Reaction SMILES: C([Li])CCC.C(NC(C)C)(C)C.[C:13]([O:17][CH2:18][CH3:19])(=[O:16])[C:14]#[CH:15].[CH2:20]([O:27][CH2:28][CH2:29][C:30]([CH3:44])([CH3:43])[CH2:31][C@H:32]([NH:35][C:36]([O:38][C:39]([CH3:42])([CH3:41])[CH3:40])=[O:37])[CH:33]=[O:34])[C:21]1[CH:26]=[CH:25][CH:24]=[CH:23][CH:22]=1>CCCCCC.O1CCCC1>[CH2:20]([O:27][CH2:28][CH2:29][C:30]([CH3:44])([CH3:43])[CH2:31][C@H:32]([NH:35][C:36]([O:38][C:39]([CH3:42])([CH3:41])[CH3:40])=[O:37])[CH:33]([OH:34])[C:15]#[C:14][C:13]([O:17][CH2:18][CH3:19])=[O:16])[C:21]1[CH:22]=[CH:23][CH:24]=[CH:25][CH:26]=1. Procedure: 22.2 ml of a 1.6M n-butyllithium solution in hexane are added to a solution of 5.1 ml of diisopropylamine in 40 ml of tetrahydrofuran at -78° C. under argon, while stirring. After 30 min, a solution, cooled to -78° C., of 2.5 ml of ethyl propiolate in 20 ml of tetrahydrofuran is added dropwise via a cannula. The yellow reaction solution is stirred at -78° C. for a further 1 h and 5.0 g of 6-benzyloxy-2(S)-tert-butoxycarbonylamino-4,4-dimethyl-hexanal (Example 390) in 30 ml of tetrahydrofuran are...